This data is from the Open Reaction Database (ORD), a public repository of structured organic reaction records. The task is: describe an organic reaction: reactants, conditions, products, and yield Reactants: C(CCCCCCC)NC=1C=C(C=C(C(=O)OC)C1)C(=O)OC (dimethyl 5-octylaminoisophthalate), CC(CCCCCCCCCCCCCNC=1C=C(C=C(C(=O)OC)C1)C(=O)OC)C (dimethyl 5(14-methylpentadecyl)aminoisophthalate), C(CCCCCCCCCC)NC=1C=C(C=C(C(=O)OC)C1)C(=O)OC (dimethyl 5-undecylaminoisophthalate), C(CCCCCCCCCCCCCCCCC)NC=1C=C(C=C(C(=O)OC)C1)C(=O)OC (dimethyl 5-octadecylaminoisophthalate), C(CCCCCCCCCCC)NC=1C=C(C=C(C(=O)OC)C1)C(=O)OC (dimethyl 5-dodecylaminoisophthalate), C(CCCCCCCCCCCCCCCCCC)NC=1C=C(C=C(C(=O)OC)C1)C(=O)OC (dimethyl 5-nonadecylaminoisophthalate), C(CCCCCCCCCCCCC)NC=1C=C(C=C(C(=O)OC)C1)C(=O)OC (dimethyl 5-tetradecylaminoisophthalate), C(CCCCCCCCCCCCCCCC)NC=1C=C(C=C(C(=O)OC)C1)C(=O)OC (dimethyl 5-heptadecylaminoisophthalate), C(CCCCCCCCCCCCCC)NC=1C=C(C=C(C(=O)OC)C1)C(=O)OC (dimethyl 5-pentadecylaminoisophthalate), C(CCCCCCCCCCCC)NC=1C=C(C=C(C(=O)OC)C1)C(=O)OC (dimethyl 5-tridecylaminoisophthalate), C(CCCCCCCC)NC=1C=C(C=C(C(=O)OC)C1)C(=O)OC (dimethyl 5-nonylaminoisophthalate), C(CCCCCCCCC)NC=1C=C(C=C(C(=O)OC)C1)C(=O)OC (dimethyl 5-decylaminoisophthalate), CC(CCCCCCCCCC)NC=1C=C(C=C(C(=O)OC)C1)C(=O)OC (dimethyl 5-(1-methylundecylamino)isophthalate). Yields the product C(CCCCCCCCCCCCCCC)NC=1C=C(C=C(C(=O)OC)C1)C(=O)OC (Dimethyl 5-Hexadecylaminoisophthalate). RXN SMILES: [CH2:1]([NH:9][C:10]1[CH:11]=[C:12]([C:20]([O:22][CH3:23])=[O:21])[CH:13]=[C:14]([CH:19]=1)[C:15]([O:17][CH3:18])=[O:16])[CH2:2][CH2:3][CH2:4][CH2:5][CH2:6][CH2:7][CH3:8].[CH2:24](NC1C=C(C(OC)=O)C=C(C=1)C(OC)=O)[CH2:25][CH2:26][CH2:27][CH2:28][CH2:29][CH2:30][CH2:31]C.C(NC1C=C(C(OC)=O)C=C(C=1)C(OC)=O)CCCCCCCCC.C(NC1C=C(C(OC)=O)C=C(C=1)C(OC)=O)CCCCCCCCCC.C(NC1C=C(C(OC)=O)C=C(C=1)C(OC)=O)CCCCCCCCCCC.CC(NC1C=C(C(OC)=O)C=C(C=1)C(OC)=O)CCCCCCCCCC.C(NC1C=C(C(OC)=O)C=C(C=1)C(OC)=O)CCCCCCCCCCCC.C(NC1C=C(C(OC)=O)C=C(C=1)C(OC)=O)CCCCCCCCCCCCC.C(NC1C=C(C(OC)=O)C=C(C=1)C(OC)=O)CCCCCCCCCCCCCC.CC(C)CCCCCCCCCCCCCNC1C=C(C(OC)=O)C=C(C=1)C(OC)=O.C(NC1C=C(C(OC)=O)C=C(C=1)C(OC)=O)CCCCCCCCCCCCCCCC.C(NC1C=C(C(OC)=O)C=C(C=1)C(OC)=O)CCCCCCCCCCCCCCCCC.C(NC1C=C(C(OC)=O)C=C(C=1)C(OC)=O)CCCCCCCCCCCCCCCCCC>>[CH2:1]([NH:9][C:10]1[CH:11]=[C:12]([C:20]([O:22][CH3:23])=[O:21])[CH:13]=[C:14]([CH:19]=1)[C:15]([O:17][CH3:18])=[O:16])[CH2:2][CH2:3][CH2:4][CH2:5][CH2:6][CH2:7][CH2:8][CH2:24][CH2:25][CH2:26][CH2:27][CH2:28][CH2:29][CH2:30][CH3:31]. Reported procedure: Similarly, 1-bromooctane, 1-bromononane, 1-bromodecane, 1-bromoundecane, 1-bromododecane, 2-bromododecane, 1-bromotridecane, 1-bromotetradecane, 1-bromopentadecane, 1-bromo-14-methylpentadecane, 1-bromoheptadecane, 1-bromooctadecane, and 1-bromononadecane gave respectively, dimethyl 5-octylaminoisophthalate, dimethyl 5-nonylaminoisophthalate, dimethyl 5-decylaminoisophthalate, dimethyl 5-undecylaminoisophthalate, dimethyl 5-dodecylaminoisophthalate, dimethyl 5-(1-methylundecylamino)isophthalate,...